This data is from the Open Reaction Database (ORD), a public repository of structured organic reaction records. The task is: describe an organic reaction: reactants, conditions, products, and yield The reactants are BrB(Br)Br, ClCCl, COc1ccc(-c2nccs2)cc1. Product: Oc1ccc(-c2nccs2)cc1. Reaction SMILES: [B:14]([Br:15])([Br:16])[Br:17].[CH2:18]([Cl:19])[Cl:20].[CH3:1][O:2][c:3]1[cH:4][cH:5][c:6](-[c:9]2[s:10][cH:11][cH:12][n:13]2)[cH:7][cH:8]1>>[OH:2][c:3]1[cH:4][cH:5][c:6](-[c:9]2[s:10][cH:11][cH:12][n:13]2)[cH:7][cH:8]1. The reactants are N(=NC(=O)N1CCCCC1)C(=O)N1CCCCC1 (1,1′-(azodicarbonyl)dipiperidine), N1=C(N=CC=C1)SC=1OC(=C(N1)C1=CC=C(C=C1)Cl)CCCO (2-(2-pyrimidinylsulfanyl)-4-(4-chlorophenyl)-5-oxazolepropanol), COC1=C(C=CC=C1)O (2-methoxyphenol), C(CCC)P(CCCC)CCCC (tributylphosphine). Run in O1CCCC1 (tetrahydrofuran). Conditions: time 1 hour. The product is ClC1=CC=C(C=C1)C=1N=C(OC1CCCOC1=C(C=CC=C1)OC)SC1=NC=CC=N1 (4-(4-chlorophenyl)-5-[3-(2-methoxyphenoxy)propyl]-2-(2-pyrimidinylsulfanyl)oxazole). As a reaction SMILES: [N:1]1[CH:6]=[CH:5][CH:4]=[N:3][C:2]=1[S:7][C:8]1[O:9][C:10]([CH2:20][CH2:21][CH2:22][OH:23])=[C:11]([C:13]2[CH:18]=[CH:17][C:16]([Cl:19])=[CH:15][CH:14]=2)[N:12]=1.[CH3:24][O:25][C:26]1[CH:31]=[CH:30][CH:29]=[CH:28][C:27]=1O.C(P(CCCC)CCCC)CCC.N(C(N1CCCCC1)=O)=NC(N1CCCCC1)=O>O1CCCC1>[Cl:19][C:16]1[CH:17]=[CH:18][C:13]([C:11]2[N:12]=[C:8]([S:7][C:2]3[N:1]=[CH:6][CH:5]=[CH:4][N:3]=3)[O:9][C:10]=2[CH2:20][CH2:21][CH2:22][O:23][C:27]2[CH:28]=[CH:29][CH:30]=[CH:31][C:26]=2[O:25][CH3:24])=[CH:14][CH:15]=1. Procedure details: To a mixture of 2-(2-pyrimidinylsulfanyl)-4-(4-chlorophenyl)-5-oxazolepropanol (174 mg), 2-methoxyphenol (124 mg), tributylphosphine (202 mg) and tetrahydrofuran (5 ml) was added 1,1′-(azodicarbonyl)dipiperidine (252 mg) at room temperature, and the resulting mixture was stirred for 1 hour. After the reaction mixture was concentrated, the residue was subjected to silica gel column chromatography, and 4-(4-chlorophenyl)-5-[3-(2-methoxyphenoxy)propyl]-2-(2-pyrimidinylsulfanyl)oxazole was obtained ... The reactants are CCOC=C1C(=O)OC(C)(C)OC1=O, CN(C)C=O, Nc1ncnc2ccccc12. The product is CC1(C)OC(=O)C(=CNc2ncnc3ccccc23)C(=O)O1. RXN SMILES: [CH3:12][C:13]1([CH3:25])[O:14][C:15](=[O:24])[C:16](=[CH:20][O:21][CH2:22][CH3:23])[C:17](=[O:19])[O:18]1.[CH3:26][N:27]([CH3:28])[CH:29]=[O:30].[NH2:1][c:2]1[n:3][cH:4][n:5][c:6]2[cH:7][cH:8][cH:9][cH:10][c:11]12>>[NH:1]([c:2]1[n:3][cH:4][n:5][c:6]2[cH:7][cH:8][cH:9][cH:10][c:11]12)[CH:20]=[C:16]1[C:15](=[O:24])[O:14][C:13]([CH3:12])([CH3:25])[O:18][C:17]1=[O:19]. Starting materials: C(#N)C=1C=NN(C1C=CC(=O)O)C1=C(C=C(C=C1Cl)C(F)(F)F)Cl (3-[4-cyano-1-(2,6-dichloro-4-trifluoromethylphenyl)-1H-pyrazol-5-yl]acrylic acid), S(=O)(Cl)Cl (thionyl chloride). The solvent is C1(=CC=CC=C1)C (toluene). Yields the product C(#N)C=1C=NN(C1C=CC(=O)Cl)C1=C(C=C(C=C1Cl)C(F)(F)F)Cl (3-[4-cyano-1-(2,6-dichloro-4-trifluoromethylphenyl)-1H-pyrazol-5-yl]acrylic acid chloride). RXN SMILES: [C:1]([C:3]1[CH:4]=[N:5][N:6]([C:13]2[C:18]([Cl:19])=[CH:17][C:16]([C:20]([F:23])([F:22])[F:21])=[CH:15][C:14]=2[Cl:24])[C:7]=1[CH:8]=[CH:9][C:10](O)=[O:11])#[N:2].S(Cl)([Cl:27])=O>C1(C)C=CC=CC=1>[C:1]([C:3]1[CH:4]=[N:5][N:6]([C:13]2[C:18]([Cl:19])=[CH:17][C:16]([C:20]([F:23])([F:21])[F:22])=[CH:15][C:14]=2[Cl:24])[C:7]=1[CH:8]=[CH:9][C:10]([Cl:27])=[O:11])#[N:2]. Reported procedure: By the method of Example 7, Step A, 0.96 g (0.0026 mole) of 3-[4-cyano-1-(2,6-dichloro-4-trifluoromethylphenyl)-1H-pyrazol-5-yl]acrylic acid and 1 mL of thionyl chloride were reacted in 20-30 mL of toluene, yielding 0.56 g of 3-[4-cyano-1-(2,6-dichloro-4-trifluoromethylphenyl)-1H-pyrazol-5-yl]acrylic acid chloride as an oil. The nmr spectrum was consistent with the proposed structure and indicated the product to be primarily the trans acrylic acid derivative. Reactants: O=C(O)c1c(NC(=O)C23CC4CC(CC2C4)C3)sc2c1CCOC2, NCCC(F)(F)F. Product: O=C(NCCC(F)(F)F)c1c(NC(=O)C23CC4CC(CC2C4)C3)sc2c1CCOC2. RXN SMILES: [CH2:1]1[CH:2]2[CH2:3][C:4]3([C:10](=[O:11])[NH:12][c:13]4[c:14]([C:22](=[O:23])[OH:24])[c:15]5[c:16]([s:21]4)[CH2:17][O:18][CH2:19][CH2:20]5)[CH2:5][CH:6]([CH2:7][CH:8]13)[CH2:9]2.[F:25][C:26]([CH2:27][CH2:28][NH2:29])([F:30])[F:31]>>[CH2:1]1[CH:2]2[CH2:3][C:4]3([C:10](=[O:11])[NH:12][c:13]4[c:14]([C:22](=[O:23])[NH:29][CH2:28][CH2:27][C:26]([F:25])([F:30])[F:31])[c:15]5[c:16]([s:21]4)[CH2:17][O:18][CH2:19][CH2:20]5)[CH2:5][CH:6]([CH2:7][CH:8]13)[CH2:9]2. Reactants: C(C)OC(=O)C=1N=CC=2NC3=CC=C(C=C3C2C1)C(=O)O (3-ethoxycarbonyl-β-carboline-6-carboxylic acid), C(C)O.C(C)(=O)OCC (ethanol ethyl acetate). Product: C(C)OC(=O)C=1N=CC=2NC3=CC=C(C=C3C2C1COC)C(=O)O (3-ethoxycarbonyl-4-methoxymethyl-β-carboline-6-carboxylic acid). Reaction SMILES: [CH2:1]([O:3][C:4]([C:6]1[N:7]=[CH:8][C:9]2[NH:10][C:11]3[C:16]([C:17]=2[CH:18]=1)=[CH:15][C:14]([C:19]([OH:21])=[O:20])=[CH:13][CH:12]=3)=[O:5])[CH3:2].C(O)C.[C:25]([O:28][CH2:29]C)(=O)C>>[CH2:1]([O:3][C:4]([C:6]1[N:7]=[CH:8][C:9]2[NH:10][C:11]3[C:16]([C:17]=2[C:18]=1[CH2:25][O:28][CH3:29])=[CH:15][C:14]([C:19]([OH:21])=[O:20])=[CH:13][CH:12]=3)=[O:5])[CH3:2] |f:1.2|. Reported procedure: 3-ethoxycarbonyl-β-carboline-6-carboxylic acid, mp 313°-314° C. (decomposition; ethanol/ethyl acetate); and Starting materials: O=C(Cl)C(=O)Cl, NCCCC1CCN(C(c2ccccc2)c2ccccc2)CC1, O=C(O)C=Cc1cccnc1. Yields the product O=C(C=Cc1cccnc1)NCCCC1CCN(C(c2ccccc2)c2ccccc2)CC1. Reaction SMILES: [Cl:12][C:13]([C:14]([Cl:15])=[O:16])=[O:17].[c:18]1([CH:24]([N:25]2[CH2:26][CH2:27][CH:28]([CH2:31][CH2:32][CH2:33][NH2:34])[CH2:29][CH2:30]2)[c:35]2[cH:36][cH:37][cH:38][cH:39][cH:40]2)[cH:19][cH:20][cH:21][cH:22][cH:23]1.[n:1]1[cH:2][c:3]([CH:7]=[CH:8][C:9](=[O:10])[OH:11])[cH:4][cH:5][cH:6]1>>[n:1]1[cH:2][c:3]([CH:7]=[CH:8][C:9](=[O:11])[NH:34][CH2:33][CH2:32][CH2:31][CH:28]2[CH2:27][CH2:26][N:25]([CH:24]([c:18]3[cH:19][cH:20][cH:21][cH:22][cH:23]3)[c:35]3[cH:36][cH:37][cH:38][cH:39][cH:40]3)[CH2:30][CH2:29]2)[cH:4][cH:5][cH:6]1.